This data is from the Open Reaction Database (ORD), a public repository of structured organic reaction records. The task is: describe an organic reaction: reactants, conditions, products, and yield The reactants are C1OC=2C=C(C=CC2O1)C(CN)CCCC ((+)-2-(3,4-methylenedioxyphenyl)hexylamine), C(C)(C)C1=C(C(=CC=C1)C(C)C)N=C=O (2,6-diisopropylphenyl isocyanate). Solvent: CCCCCC (hexane). Run at time 1 hour. Yields the product C1OC=2C=C(C=CC2O1)C(CNC(=O)NC1=C(C=CC=C1C(C)C)C(C)C)CCCC ((+)- 1-(2-(3,4-methylenedioxyphenyl)hexyl)-3-(2,6-diisopropylphenyl)urea). The yield is 31.0%. As a reaction SMILES: [CH2:1]1[O:9][C:8]2[CH:7]=[CH:6][C:5]([CH:10]([CH2:13][CH2:14][CH2:15][CH3:16])[CH2:11][NH2:12])=[CH:4][C:3]=2[O:2]1.[CH:17]([C:20]1[CH:25]=[CH:24][CH:23]=[C:22]([CH:26]([CH3:28])[CH3:27])[C:21]=1[N:29]=[C:30]=[O:31])([CH3:19])[CH3:18]>CCCCCC>[CH2:1]1[O:9][C:8]2[CH:7]=[CH:6][C:5]([CH:10]([CH2:13][CH2:14][CH2:15][CH3:16])[CH2:11][NH:12][C:30]([NH:29][C:21]3[C:20]([CH:17]([CH3:18])[CH3:19])=[CH:25][CH:24]=[CH:23][C:22]=3[CH:26]([CH3:28])[CH3:27])=[O:31])=[CH:4][C:3]=2[O:2]1. Procedure details: To 4.8 g (21.7 mmol) of (+)-2-(3,4-methylenedioxyphenyl)hexylamine ([α]D21 =+2.64°, c=0.957, in ethanol), was added 46 ml of a hexane solution (0.472 M) of 2,6-diisopropylphenyl isocyanate, and the mixture was stirred for one hour at room temperature. The precipitated crystals were collected by filtration and recrystallized from ethanol to obtain 2.89 g of (+)- 1-(2-(3,4-methylenedioxyphenyl)hexyl)-3-(2,6-diisopropylphenyl)urea (Yield: 31%). Reactants: C1(CCCC1)OC=1C=C(C=CC1OC)C1(CCC2(CC1)OCCO2)C#CC2=CC=C(C=C2)OCC(=O)N2CCCCC2 (4-(3-cyclopentyloxy-4-methoxyphenyl)-1,1-(ethylenedioxy)-4-(2-[4-(1-piperidinocarbonylmethoxy)phenyl]ethynyl)cyclohexane), Cl (hydrochloric acid). Solvent: O1CCCC1 (tetrahydrofuran). The product is C1(CCCC1)OC=1C=C(C=CC1OC)C1(CCC(CC1)=O)C#CC1=CC=C(C=C1)OCC(=O)N1CCCCC1 (4-(3-cyclopentyloxy-4-methoxyphenyl)-4-(2-[4-(1-piperidinocarbonylmethoxy)phenyl]ethynyl)cyclohexan-1-one). RXN SMILES: [CH:1]1([O:6][C:7]2[CH:8]=[C:9]([C:15]3([C:25]#[C:26][C:27]4[CH:32]=[CH:31][C:30]([O:33][CH2:34][C:35]([N:37]5[CH2:42][CH2:41][CH2:40][CH2:39][CH2:38]5)=[O:36])=[CH:29][CH:28]=4)[CH2:20][CH2:19][C:18]4(OCC[O:21]4)[CH2:17][CH2:16]3)[CH:10]=[CH:11][C:12]=2[O:13][CH3:14])[CH2:5][CH2:4][CH2:3][CH2:2]1.Cl>O1CCCC1>[CH:1]1([O:6][C:7]2[CH:8]=[C:9]([C:15]3([C:25]#[C:26][C:27]4[CH:28]=[CH:29][C:30]([O:33][CH2:34][C:35]([N:37]5[CH2:42][CH2:41][CH2:40][CH2:39][CH2:38]5)=[O:36])=[CH:31][CH:32]=4)[CH2:20][CH2:19][C:18](=[O:21])[CH2:17][CH2:16]3)[CH:10]=[CH:11][C:12]=2[O:13][CH3:14])[CH2:5][CH2:4][CH2:3][CH2:2]1. Procedure: A stirred solution of 4-(3-cyclopentyloxy-4-methoxyphenyl)-1,1-(ethylenedioxy)-4-(2-[4-(1-piperidinocarbonylmethoxy)phenyl]ethynyl)cyclohexane (0.232 g, 0.40 mmol) in tetrahydrofuran (9 mL) was treated with 3N hydrochloric acid (0.90 mL) as described in Example 12 above. The crude product was purified by chromatography (silica, 50% ethyl acetate/hexanes) and the solvent removed in vacuo to afford the titled compound as a resin (0.127 g, 59%). Anal. (C28H30O5.1/10 H2O) calcd: C 75.01, H 6.79, fou... Reactants: CCOC(=O)CSC(CCCCN=[N+]=[N-])CCCc1cccnc1, C1CCOC1, O, c1ccc(P(c2ccccc2)c2ccccc2)cc1. Product: CCOC(=O)CSC(CCCCN)CCCc1cccnc1. Reaction SMILES: [N:1](=[N+:2]=[N-:3])[CH2:4][CH2:5][CH2:6][CH2:7][CH:8]([S:9][CH2:10][C:11](=[O:12])[O:13][CH2:14][CH3:15])[CH2:16][CH2:17][CH2:18][c:19]1[cH:20][n:21][cH:22][cH:23][cH:24]1.[O:45]1[CH2:46][CH2:47][CH2:48][CH2:49]1.[OH2:44].[c:25]1([P:26]([c:27]2[cH:28][cH:29][cH:30][cH:31][cH:32]2)[c:33]2[cH:34][cH:35][cH:36][cH:37][cH:38]2)[cH:39][cH:40][cH:41][cH:42][cH:43]1>>[NH2:1][CH2:4][CH2:5][CH2:6][CH2:7][CH:8]([S:9][CH2:10][C:11](=[O:12])[O:13][CH2:14][CH3:15])[CH2:16][CH2:17][CH2:18][c:19]1[cH:20][n:21][cH:22][cH:23][cH:24]1. Starting materials: ClCC1=CC=C(CN2C(CCC3=C(C=CC=C23)C2OCCO2)=O)C=C1 (1-(4-Chloromethylbenzyl)-5-(1,3-dioxolan-2-yl)-3,4-dihydro-1H-quinolin-2-one), C1(=CC=CC=C1)S (thiophenol), 1,8-diazabicyclo[5.4.0]undecene-7. The solvent is C1CCOC1 (THF). Product: O1C(OCC1)C1=C2CCC(N(C2=CC=C1)CC1=CC=C(C=C1)SC1=CC=CC=C1)=O (5-(1,3-dioxolan-2-yl)-1-(4-phenylsulfanylbenzyl)-3,4-dihydro-1H-quinolin-2-one). Yield: 97.0%. Reaction SMILES: ClC[C:3]1[CH:25]=[CH:24][C:6]([CH2:7][N:8]2[C:17]3[C:12](=[C:13]([CH:18]4[O:22][CH2:21][CH2:20][O:19]4)[CH:14]=[CH:15][CH:16]=3)[CH2:11][CH2:10][C:9]2=[O:23])=[CH:5][CH:4]=1.[C:26]1([SH:32])[CH:31]=[CH:30][CH:29]=[CH:28][CH:27]=1>C1COCC1>[O:19]1[CH2:20][CH2:21][O:22][CH:18]1[C:13]1[CH:14]=[CH:15][CH:16]=[C:17]2[C:12]=1[CH2:11][CH2:10][C:9](=[O:23])[N:8]2[CH2:7][C:6]1[CH:24]=[CH:25][C:3]([S:32][C:26]2[CH:31]=[CH:30][CH:29]=[CH:28][CH:27]=2)=[CH:4][CH:5]=1. Procedure details: 1-(4-Chloromethylbenzyl)-5-(1,3-dioxolan-2-yl)-3,4-dihydro-1H-quinolin-2-one (1.0 g, 2.79 mmol), thiophenol (0.37 ml, 3.63 mmol) and 1,8-diazabicyclo[5.4.0]undecene-7 (DBU) (0.84 ml, 5.59 mmol) were added to THF (30 ml), followed by heating under reflux for 7 hours. After cooling to room temperature, the reaction mixture was concentrated under reduced pressure. The residue was purified by silica gel column chromatography (n-hexane:ethyl acetate=1:1). The purified product was concentrated to dryn...